describe an organic reaction: reactants, conditions, products, and yield From a dataset of the Open Reaction Database (ORD), a public repository of structured organic reaction records. Starting materials: NCC1CCCC1, O=C(O)c1ccc2cc[nH]c2c1. The product is c1ccc2[nH]ccc2c1. As a reaction SMILES: [CH:13]1([CH2:14][NH2:15])[CH2:16][CH2:17][CH2:18][CH2:19]1.[nH:1]1[cH:2][cH:3][c:4]2[cH:5][cH:6][c:7]([C:10]([OH:11])=[O:12])[cH:8][c:9]12>>[nH:1]1[cH:2][cH:3][c:4]2[cH:5][cH:6][cH:7][cH:8][c:9]12.